Dataset: the Open Reaction Database (ORD), a public repository of structured organic reaction records. Task: describe an organic reaction: reactants, conditions, products, and yield The reactants are Br, COc1ccc(Oc2ccc(S(C)(=O)=O)cc2)cc1, CC(=O)O. Product: CS(=O)(=O)c1ccc(Oc2ccc(O)cc2)cc1. As a reaction SMILES: [BrH:20].[CH3:1][S:2](=[O:3])(=[O:4])[c:5]1[cH:6][cH:7][c:8]([O:9][c:10]2[cH:11][cH:12][c:13]([O:16][CH3:17])[cH:14][cH:15]2)[cH:18][cH:19]1.[CH3:21][C:22](=[O:23])[OH:24]>>[CH3:1][S:2](=[O:3])(=[O:4])[c:5]1[cH:6][cH:7][c:8]([O:9][c:10]2[cH:11][cH:12][c:13]([OH:16])[cH:14][cH:15]2)[cH:18][cH:19]1.